This data is from the Open Reaction Database (ORD), a public repository of structured organic reaction records. The task is: describe an organic reaction: reactants, conditions, products, and yield Reactants: Cl.C1(C=2C(C(N1CC(O)=N)=O)=CC=CC2)=O (2-phthalimidoacetimidate hydrochloride), C([O-])([O-])=O.[K+].[K+] (potassium carbonate), [Cl-].[NH4+] (ammonium chloride). Solvent: CO (methanol). The product is Cl.C1(C=2C(C(N1CC(=N)N)=O)=CC=CC2)=O (2-phthalimidoacetamidine hydrochloride). Reaction SMILES: [ClH:1].[C:2]1(=[O:16])[N:6]([CH2:7][C:8](=[NH:10])O)[C:5](=[O:11])[C:4]2=[CH:12][CH:13]=[CH:14][CH:15]=[C:3]12.C(=O)([O-])[O-].[K+].[K+].[Cl-].[NH4+:24]>CO>[ClH:1].[C:2]1(=[O:16])[N:6]([CH2:7][C:8]([NH2:24])=[NH:10])[C:5](=[O:11])[C:4]2=[CH:12][CH:13]=[CH:14][CH:15]=[C:3]12 |f:0.1,2.3.4,5.6,8.9|. Procedure: A mixture of 2-phthalimidoacetimidate hydrochloride (6 g, Chem. Ber., 1964, 97, 528) and a saturated aqueous potassium carbonate solution (50 ml) was stirred at ambient temperature for 3 minutes and then extracted with chloroform. The organic phase was dried (Na2SO4) and evaporated. A mixture of the solid so obtained, ammonium chloride (1.4 g) and methanol (100 ml) was stirred at laboratory temperature for 18 hours. The mixture was evaporated to give 2-phthalimidoacetamidine hydrochloride, as a ... Starting materials: CCO, Cl, CC(NC(=O)CC(CC(=O)C=Cc1c(-c2ccc(F)cc2)c2ccccc2n1C(C)C)O[Si](C)(C)C(C)(C)C)c1ccccc1, CC(NC(=O)CC(O)CC(=O)C=Cc1c(C2CC2)nc2ccccc2c1-c1ccc(F)cc1)c1ccccc1. Yields the product CC(NC(=O)CC(O)CC(=O)C=Cc1c(-c2ccc(F)cc2)c2ccccc2n1C(C)C)c1ccccc1. RXN SMILES: [CH3:86][CH2:87][OH:88].[ClH:46].[c:1]1([CH:7]([CH3:8])[NH:9][C:10]([CH2:11][CH:12]([CH2:13][C:14]([CH:15]=[CH:16][c:17]2[n:18]([CH:33]([CH3:34])[CH3:35])[c:19]3[cH:20][cH:21][cH:22][cH:23][c:24]3[c:25]2-[c:26]2[cH:27][cH:28][c:29]([F:32])[cH:30][cH:31]2)=[O:36])[O:37][Si:38]([C:39]([CH3:40])([CH3:41])[CH3:42])([CH3:43])[CH3:44])=[O:45])[cH:2][cH:3][cH:4][cH:5][cH:6]1.[c:47]1([CH:48]([NH:49][C:50](=[O:51])[CH2:52][CH:53]([OH:54])[CH2:55][C:56](=[O:57])[CH:58]=[CH:59][c:60]2[c:61]([CH:62]3[CH2:63][CH2:64]3)[n:65][c:66]3[c:67]([c:68]2-[c:69]2[cH:70][cH:71][c:72]([F:73])[cH:74][cH:75]2)[cH:76][cH:77][cH:78][cH:79]3)[CH3:80])[cH:81][cH:82][cH:83][cH:84][cH:85]1>>[c:1]1([CH:7]([CH3:8])[NH:9][C:10]([CH2:11][CH:12]([CH2:13][C:14]([CH:15]=[CH:16][c:17]2[n:18]([CH:33]([CH3:34])[CH3:35])[c:19]3[cH:20][cH:21][cH:22][cH:23][c:24]3[c:25]2-[c:26]2[cH:27][cH:28][c:29]([F:32])[cH:30][cH:31]2)=[O:36])[OH:37])=[O:45])[cH:2][cH:3][cH:4][cH:5][cH:6]1. Starting materials: COCCN(C)c1ccc(OC)c(NC(=S)NC(=O)c2ccccc2)c1, CO. Yields the product COCCN(C)c1ccc(OC)c(NC(N)=S)c1. Reaction SMILES: [C:1](=[O:2])([c:3]1[cH:4][cH:5][cH:6][cH:7][cH:8]1)[NH:9][C:10](=[S:11])[NH:12][c:13]1[c:14]([O:25][CH3:26])[cH:15][cH:16][c:17]([N:19]([CH3:20])[CH2:21][CH2:22][O:23][CH3:24])[cH:18]1.[CH3:27][OH:28]>>[NH2:9][C:10](=[S:11])[NH:12][c:13]1[c:14]([O:25][CH3:26])[cH:15][cH:16][c:17]([N:19]([CH3:20])[CH2:21][CH2:22][O:23][CH3:24])[cH:18]1. Reactants: C(=O)(O)CC1=CC=C(CCCNC2=C(C=CC(=C2)OC)[C@H]2CC=3C=CC(=CC3CC2)OC(C(C)(C)C)=O)C=C1 (pivalic acid (R)-6-{2-[(4-carboxymethylbenzyl)ethylamino]-4-methoxyphenyl}-5,6,7,8-tetrahydronaphthalen-2-yl ester), C(C)(C)(C)NC (tert-butylmethylamine). Product: C(C)(C)(C)N(CCC1=CC=C(CCCNC2=C(C=CC(=C2)OC)[C@H]2CC=3C=CC(=CC3CC2)O)C=C1)C ((R)-6-{2-{{4-[2-(tert-Butylmethylamino)ethyl]benzyl}ethylamino}-4-methoxyphenyl}-5,6,7,8-tetrahydronaphthalen-2-ol). Isolated yield 31.7%. As a reaction SMILES: [C:1]([CH2:4][C:5]1[CH:39]=[CH:38][C:8]([CH2:9][CH2:10][CH2:11][NH:12][C:13]2[CH:18]=[C:17]([O:19][CH3:20])[CH:16]=[CH:15][C:14]=2[C@@H:21]2[CH2:30][CH2:29][C:28]3[CH:27]=[C:26]([O:31]C(=O)C(C)(C)C)[CH:25]=[CH:24][C:23]=3[CH2:22]2)=[CH:7][CH:6]=1)(O)=O.[C:40]([NH:44][CH3:45])([CH3:43])([CH3:42])[CH3:41]>>[C:40]([N:44]([CH3:45])[CH2:1][CH2:4][C:5]1[CH:6]=[CH:7][C:8]([CH2:9][CH2:10][CH2:11][NH:12][C:13]2[CH:18]=[C:17]([O:19][CH3:20])[CH:16]=[CH:15][C:14]=2[C@@H:21]2[CH2:30][CH2:29][C:28]3[CH:27]=[C:26]([OH:31])[CH:25]=[CH:24][C:23]=3[CH2:22]2)=[CH:38][CH:39]=1)([CH3:43])([CH3:42])[CH3:41]. Procedure details: Synthesized from pivalic acid (R)-6-{2-[(4-carboxymethylbenzyl)ethylamino]-4-methoxyphenyl}-5,6,7,8-tetrahydronaphthalen-2-yl ester (16 mg) and tert-butylmethylamine (14 mg) according to an analogous synthetic method to Example 715 and purified by LC-MS, the title compound (4.8 mg) was obtained. The reactants are CC(C)([O-])C.[K+] (potassium t-butoxide), ice, CS(=O)(=O)C1=CC=C(C=O)C=C1 (p-Methylsulfonylbenzaldehyde), CN(C=1C=C2C(=C(CC2=CC1)C)CC(=O)OC)C (methyl 5-dimethylamino-2-methyl-3-indenylacetate). Run in COCCOC (1,2-dimethoxyethane), CCOCC (ether). Yields the product CS(=O)(=O)C1=CC=C(\C=C/2\C(=C(C3=CC(=CC=C23)N(C)C)CC(=O)O)C)C=C1 ((Z)-1-(p-methylsulfonylbenzylidene)-5-dimethylamino-2-methyl-3-indenylacetic acid). Reaction SMILES: [CH3:1][S:2]([C:5]1[CH:12]=[CH:11][C:8]([CH:9]=O)=[CH:7][CH:6]=1)(=[O:4])=[O:3].[CH3:13][N:14]([CH3:30])[C:15]1[CH:16]=[C:17]2[C:21](=[CH:22][CH:23]=1)[CH2:20][C:19]([CH3:24])=[C:18]2[CH2:25][C:26]([O:28]C)=[O:27].CC(C)([O-])C.[K+]>COCCOC.CCOCC>[CH3:1][S:2]([C:5]1[CH:12]=[CH:11][C:8](/[CH:9]=[C:20]2/[C:19]([CH3:24])=[C:18]([CH2:25][C:26]([OH:28])=[O:27])[C:17]3[C:21]/2=[CH:22][CH:23]=[C:15]([N:14]([CH3:30])[CH3:13])[CH:16]=3)=[CH:7][CH:6]=1)(=[O:4])=[O:3] |f:2.3|. Procedure details: p-Methylsulfonylbenzaldehyde (1.5 g) is added to a solution of methyl 5-dimethylamino-2-methyl-3-indenylacetate (2.5 g) from Example 3 Part B in 1,2-dimethoxyethane (1.5 ml) at 0° C. followed by the addition of potassium t-butoxide (1.1 g). The reaction mixture is kept in the ice-bath for 4 hours and at room temperature for 18 hours. The mixture is diluted with ether (15 ml), and the potassium salt is filtered off. The salt is dissolved in 30 ml of water and neutralized with dilute hydrochloric ... Reactants: Cc1cc(-c2cccc(C(=O)CC(=O)Nc3cc(C(F)(F)F)c(OCC4CC4)cc3NC(=O)OC(C)(C)C)c2)ccn1, ClCCl, O=C(O)C(F)(F)F. Yields the product Cc1cc(-c2cccc(C3=Nc4cc(OCC5CC5)c(C(F)(F)F)cc4NC(=O)C3)c2)ccn1. RXN SMILES: [C:1]([O:2][C:3](=[O:4])[NH:7][c:8]1[c:9]([NH:23][C:24]([CH2:25][C:26](=[O:5])[c:28]2[cH:29][c:30](-[c:34]3[cH:35][c:36]([CH3:40])[n:37][cH:38][cH:39]3)[cH:31][cH:32][cH:33]2)=[O:41])[cH:10][c:11]([C:19]([F:20])([F:21])[F:22])[c:12]([O:14][CH2:15][CH:16]2[CH2:17][CH2:18]2)[cH:13]1)([CH3:6])([CH3:27])[CH3:42].[Cl:50][CH2:51][Cl:52].[F:43][C:44]([F:45])([F:46])[C:47]([OH:48])=[O:49]>>[N:7]1=[C:26]([c:28]2[cH:29][c:30](-[c:34]3[cH:35][c:36]([CH3:40])[n:37][cH:38][cH:39]3)[cH:31][cH:32][cH:33]2)[CH2:25][C:24](=[O:41])[NH:23][c:9]2[c:8]1[cH:13][c:12]([O:14][CH2:15][CH:16]1[CH2:17][CH2:18]1)[c:11]([C:19]([F:20])([F:21])[F:22])[cH:10]2. The reactants are CO, Cl, O=C(O)c1cccc(S)c1. The product is COC(=O)c1cccc(S)c1. As a reaction SMILES: [CH3:12][OH:13].[ClH:11].[SH:1][c:2]1[cH:3][c:4]([C:5](=[O:6])[OH:7])[cH:8][cH:9][cH:10]1>>[SH:1][c:2]1[cH:3][c:4]([C:5]([O:6][CH3:12])=[O:7])[cH:8][cH:9][cH:10]1.